This data is from the Open Reaction Database (ORD), a public repository of structured organic reaction records. The task is: describe an organic reaction: reactants, conditions, products, and yield Reactants: N[C@@H](C(=O)NC1=CC(=C(C(=C1)Cl)F)Cl)C ((R)-2-amino-N-(3,5-dichloro-4-fluoro-phenyl)-propionamide), C(C(C)(C)C)=O (pivalaldehyde). The solvent is CCCCCC (hexane), CCCCCC (Hexane), C1(=CC=CC=C1)C (toluene). Conditions: temperature 50 celsius, time 22 hour. Product: C(C)(C)(C)[C@H]1N[C@@H](C(N1C1=CC(=C(C(=C1)Cl)F)Cl)=O)C ((2S,5R)-2-tert-butyl-3-(3,5-dichloro-4-fluoro-phenyl)-5-methyl-imidazolidin-4-one). Isolated yield 59.2%. RXN SMILES: [NH2:1][C@H:2]([CH3:15])[C:3]([NH:5][C:6]1[CH:11]=[C:10]([Cl:12])[C:9]([F:13])=[C:8]([Cl:14])[CH:7]=1)=[O:4].[CH:16](=O)[C:17]([CH3:20])([CH3:19])[CH3:18]>C1(C)C=CC=CC=1.CCCCCC>[C:17]([C@@H:20]1[N:5]([C:6]2[CH:7]=[C:8]([Cl:14])[C:9]([F:13])=[C:10]([Cl:12])[CH:11]=2)[C:3](=[O:4])[C@@H:2]([CH3:15])[NH:1]1)([CH3:19])([CH3:18])[CH3:16]. Procedure: To a solution of (R)-2-amino-N-(3,5-dichloro-4-fluoro-phenyl)-propionamide (149 g crude, max 594 mmol) in toluene (743 mL) at 40° C., was added pivalaldehyde (67.1 mL, 618 mmol) in one portion. The reaction was stirred at 50° C. for 22 h and then all volatiles were removed in vacuo to give a viscous brown oil. Hexane (500 mL) was added and the resulting suspension was stirred at room temperature for 30 min. The mixture was filtered and the solids rinsed with cold hexane. The filtrate was concent... Starting materials: C(=O)(O)C=1C=C(C=CC1)N\C(\C1=CC=CC=C1)=C\1/C(NC2=CC=CC=C12)=O ((Z)-3-[1-(3-carboxyphenylamino)-1-phenyl-methylidene]-2-indolinone), Cl.CN (methylamine-hydrochloride), CN(C)C(=[N+](C)C)ON1C2=C(C=CC=C2)N=N1.[B-](F)(F)(F)F (TBTU), C=1C=CC2=C(C1)N=NN2O (HOBt). The solvent is CN(C)C=O (DMF), C(C)N(CC)CC (triethylamine). Product: CNC(=O)C=1C=C(C=CC1)N\C(\C1=CC=CC=C1)=C\1/C(NC2=CC=CC=C12)=O ((Z)-3-[1-(3-methylaminocarbonyl-phenylamino)-1-phenyl-methylidene]-2-indolinone). Reaction SMILES: [C:1]([C:4]1[CH:5]=[C:6]([NH:10]/[C:11](=[C:18]2\[C:19](=[O:27])[NH:20][C:21]3[C:26]\2=[CH:25][CH:24]=[CH:23][CH:22]=3)/[C:12]2[CH:17]=[CH:16][CH:15]=[CH:14][CH:13]=2)[CH:7]=[CH:8][CH:9]=1)([OH:3])=O.Cl.CN.[CH3:31][N:32](C(ON1N=NC2C=CC=CC1=2)=[N+](C)C)C.[B-](F)(F)(F)F.C1C=CC2N(O)N=NC=2C=1>CN(C=O)C.C(N(CC)CC)C>[CH3:31][NH:32][C:1]([C:4]1[CH:5]=[C:6]([NH:10]/[C:11](=[C:18]2\[C:19](=[O:27])[NH:20][C:21]3[C:26]\2=[CH:25][CH:24]=[CH:23][CH:22]=3)/[C:12]2[CH:17]=[CH:16][CH:15]=[CH:14][CH:13]=2)[CH:7]=[CH:8][CH:9]=1)=[O:3] |f:1.2,3.4|. Procedure: Prepared analogously to Example 18 from (Z)-3-[1-(3-carboxyphenylamino)-1-phenyl-methylidene]-2-indolinone, methylamine-hydrochloride, TBTU, HOBt and triethylamine in DMF.